Dataset: the Open Reaction Database (ORD), a public repository of structured organic reaction records. Task: describe an organic reaction: reactants, conditions, products, and yield Reactants: Cl (HCl), HCl-salt, COC(C1=CC=C(C=C1)CN1CCN(CC1)C)=O (4-(4-methylpiperazin-1-ylmethyl)benzoic acid methyl ester), O (Water). Run in [OH-].[K+].CO (potassium hydroxide methanol). Product: CN1CCN(CC1)CC1=CC=C(C(=O)O)C=C1 (4-(4-Methylpiperazin-1-ylmethyl)benzoic acid). As a reaction SMILES: C[O:2][C:3](=[O:18])[C:4]1[CH:9]=[CH:8][C:7]([CH2:10][N:11]2[CH2:16][CH2:15][N:14]([CH3:17])[CH2:13][CH2:12]2)=[CH:6][CH:5]=1.O.Cl>[OH-].[K+].CO>[CH3:17][N:14]1[CH2:13][CH2:12][N:11]([CH2:10][C:7]2[CH:8]=[CH:9][C:4]([C:3]([OH:18])=[O:2])=[CH:5][CH:6]=2)[CH2:16][CH2:15]1 |f:3.4.5|. Procedure details: HCl-salt of 4-(4-methylpiperazin-1-ylmethyl)benzoic acid methyl ester (1.25 g) was dissolved in potassium hydroxide-methanol solution (0.93 g KOH in 15 ml methanol). Water (0.75 ml) was added and the mixture was refluxed for 1 hour. The reaction mixture was allowed to cool into room temperature and the pH was tuned to 6 with 2 M HCl. The solvent was evaporated and the residue was dried under vacuum. The residue contained 4-(4-methylpiperazin-1-ylmethyl)benzoic acid and inorganic salts. It was us...